The task is: describe an organic reaction: reactants, conditions, products, and yield. This data is from the Open Reaction Database (ORD), a public repository of structured organic reaction records. Starting materials: Cc1ccc(S(=O)(=O)OCC2OC(c3ccc(Cl)c(Cc4ncc(-c5ccco5)s4)c3)C(O)C(O)C2O)cc1, C[O-], CO, [Na+]. The product is COCC1OC(c2ccc(Cl)c(Cc3ncc(-c4ccco4)s3)c2)C(O)C(O)C1O. As a reaction SMILES: [CH3:1][c:2]1[cH:3][cH:4][c:5]([S:6](=[O:7])(=[O:8])[O:11][CH2:12][CH:13]2[O:14][CH:15]([c:22]3[cH:23][c:24]([CH2:29][c:30]4[s:31][c:32](-[c:35]5[o:36][cH:37][cH:38][cH:39]5)[cH:33][n:34]4)[c:25]([Cl:28])[cH:26][cH:27]3)[CH:16]([OH:21])[CH:17]([OH:20])[CH:18]2[OH:19])[cH:9][cH:10]1.[CH3:40][O-:41].[CH3:43][OH:44].[Na+:42]>>[O:11]([CH2:12][CH:13]1[O:14][CH:15]([c:22]2[cH:23][c:24]([CH2:29][c:30]3[s:31][c:32](-[c:35]4[o:36][cH:37][cH:38][cH:39]4)[cH:33][n:34]3)[c:25]([Cl:28])[cH:26][cH:27]2)[CH:16]([OH:21])[CH:17]([OH:20])[CH:18]1[OH:19])[CH3:40]. Starting materials: C1(=CC=CC=C1)C1=C(C(=CC=C1)C1=CC=CC=C1)O (2,6-Diphenylphenol), [S-]C#N.[NH4+] (ammonium thiocyanate). Solvent: CO (methanol). Conditions: temperature -5 celsius, time 12 hour. The product is OC1=C(C=C(C=C1C1=CC=CC=C1)SC#N)C1=CC=CC=C1 (2'-hydroxy[1,1':3',1"-terphenyl]-5'-yl thiocyanate). As a reaction SMILES: [C:1]1([C:7]2[CH:12]=[CH:11][CH:10]=[C:9]([C:13]3[CH:18]=[CH:17][CH:16]=[CH:15][CH:14]=3)[C:8]=2[OH:19])[CH:6]=[CH:5][CH:4]=[CH:3][CH:2]=1.[S-:20][C:21]#[N:22].[NH4+]>CO>[OH:19][C:8]1[C:7]([C:1]2[CH:6]=[CH:5][CH:4]=[CH:3][CH:2]=2)=[CH:12][C:11]([S:20][C:21]#[N:22])=[CH:10][C:9]=1[C:13]1[CH:14]=[CH:15][CH:16]=[CH:17][CH:18]=1 |f:1.2|. Procedure details: 2,6-Diphenylphenol (100.0 g, 0.406 mole) and ammonium thiocyanate (76.99 g, 0.893 mole) were suspended in methanol (150 ml) in a three-necked round bottom flask equipped with magnetic stirrer, thermometer and gas inlet tube. The reaction mixture was cooled to -5° C. in an acetone/ice bath and chlorine gas bubbled through the solution for three hours. Maintaining the temperature below 10° C., ammonia gas was bubbled through the reaction for 2 hours. The contents of the flask were then poured into... The reactants are CN1C=C(C2=CC=CC=C12)C=1C(OC(C1C1=CC(=CC=C1)C)=O)=O (3-(1-methyl-3-indolyl)-4-(3-methylphenyl) furan-2,5-dione), N (ammonia). Solvent: CN(C)C=O (DMF). Run at temperature 150 celsius. Product: CN1C=C(C2=CC=CC=C12)C=1C(NC(C1C1=CC(=CC=C1)C)=O)=O (3-(1-methyl-3-indolyl)-4-(3-methylphenyl)-1H-pyrrole-2,5-dione). Reaction SMILES: [CH3:1][N:2]1[C:10]2[C:5](=[CH:6][CH:7]=[CH:8][CH:9]=2)[C:4]([C:11]2[C:12](=[O:24])[O:13][C:14](=O)[C:15]=2[C:16]2[CH:21]=[CH:20][CH:19]=[C:18]([CH3:22])[CH:17]=2)=[CH:3]1.[NH3:25]>CN(C=O)C>[CH3:1][N:2]1[C:10]2[C:5](=[CH:6][CH:7]=[CH:8][CH:9]=2)[C:4]([C:11]2[C:12](=[O:24])[NH:25][C:14](=[O:13])[C:15]=2[C:16]2[CH:21]=[CH:20][CH:19]=[C:18]([CH3:22])[CH:17]=2)=[CH:3]1. Procedure details: 0.30 g of 3-(1-methyl-3-indolyl)-4-(3-methylphenyl) furan-2,5-dione was treated with 8 ml of DMF and 60 ml of 33% aqueous ammonia and heated at 150° C. for 5 hours and then allowed to cool. The formed precipitate was filtered off, washed with water and dried to give 162 mg of 3-(1-methyl-3-indolyl)-4-(3-methylphenyl)-1H-pyrrole-2,5-dione, m.p. 243° C.